From a dataset of the Open Reaction Database (ORD), a public repository of structured organic reaction records. describe an organic reaction: reactants, conditions, products, and yield Starting materials: BrCC1=NSN=C1Cl (3-Bromomethyl-4-chloro(1,2,5)thiadiazole), NCCS (cysteamine), [O-]CC.[Na+] (sodium ethoxide). The solvent is C(C)O (ethanol). The product is ClC=1C(=NSN1)CSCCN (2-(4-chloro-3(1,2,5)thiadiazolylmethylthio)ethylamine). Reaction SMILES: Br[CH2:2][C:3]1[C:7]([Cl:8])=[N:6][S:5][N:4]=1.[NH2:9][CH2:10][CH2:11][SH:12].[O-]CC.[Na+]>C(O)C>[Cl:8][C:7]1[C:3]([CH2:2][S:12][CH2:11][CH2:10][NH2:9])=[N:4][S:5][N:6]=1 |f:2.3|. Reported procedure: 3-Methyl(1,2,5)thiadiazole is chlorinated for 4 days in acetonitrile at 25° to give 4-chloro-3-methyl(1,2,5)thiadiazole (oil) which is treated with N-bromosuccinimide in carbon tetrachloride to give 3-bromomethyl-4-chloro(1,2,5)thiadiazole (oil), the 100 MHz n.m.r. in CDCl3 had singlet at 4.66δ. 3-Bromomethyl-4-chloro(1,2,5)thiadiazole was treated with cysteamine and sodium ethoxide in ethanol to give 2-(4-chloro-3(1,2,5)thiadiazolylmethylthio)ethylamine (oil). A 60 MHz n.m.r. spectrum (CDCl3) g... The reactants are CCO, Cc1ccccc1, CC(=O)O, O, COc1cccc(O)c1CCO, O=S(=O)(O)O. The product is COc1cccc(O)c1CCOC(C)=O. RXN SMILES: [CH3:18][CH2:19][OH:20].[CH3:21][c:22]1[cH:23][cH:24][cH:25][cH:26][cH:27]1.[CH3:28][C:29](=[O:30])[OH:31].[OH2:32].[OH:6][c:7]1[c:8]([CH2:15][CH2:16][OH:17])[c:9]([O:13][CH3:14])[cH:10][cH:11][cH:12]1.[S:1](=[O:2])(=[O:3])([OH:4])[OH:5]>>[OH:6][c:7]1[c:8]([CH2:15][CH2:16][O:17][C:19]([CH3:18])=[O:20])[c:9]([O:13][CH3:14])[cH:10][cH:11][cH:12]1. Starting materials: C1(CCCCC1)N (Cyclohexylamine), C(C)OC(=O)C=1C(N(C2=CC=CC=C2C1O)CC1=CC=C(C=C1)F)=O (1-(4-Fluorobenzyl)-4-hydroxy-2-oxo-1,2-dihydro-quinoline-3-carboxylic acid ethyl ester). The solvent is C1(=CC=CC=C1)C (toluene), O (water). Yields the product C1(CCCCC1)NC(=O)C=1C(N(C2=CC=CC=C2C1O)CC1=CC=C(C=C1)F)=O (1-(4-Fluorobenzyl)-4-hydroxy-2-oxo-1,2-dihydro-quinoline-3-carboxylic acid cyclohexylamide). Yield: 86.8%. As a reaction SMILES: [CH:1]1([NH2:7])[CH2:6][CH2:5][CH2:4][CH2:3][CH2:2]1.C([O:10][C:11]([C:13]1[C:14](=[O:32])[N:15]([CH2:24][C:25]2[CH:30]=[CH:29][C:28]([F:31])=[CH:27][CH:26]=2)[C:16]2[C:21]([C:22]=1[OH:23])=[CH:20][CH:19]=[CH:18][CH:17]=2)=O)C>C1(C)C=CC=CC=1.O>[CH:1]1([NH:7][C:11]([C:13]2[C:14](=[O:32])[N:15]([CH2:24][C:25]3[CH:26]=[CH:27][C:28]([F:31])=[CH:29][CH:30]=3)[C:16]3[C:21]([C:22]=2[OH:23])=[CH:20][CH:19]=[CH:18][CH:17]=3)=[O:10])[CH2:6][CH2:5][CH2:4][CH2:3][CH2:2]1. Reported procedure: Cyclohexylamine (0.67 mL, 5.85 mmol) was added to a solution of Compound 6 (1.0 g, 2.92 mmol) in toluene (20 mL) and refluxed for 4 h. The solution was cooled and the solvent was evaporated under vacuum. The residue obtained was suspended in water, briefly sonicated, and filtered. The crude product was recrystalized by ether to yield 1.0 g (87%) of white solids. M.P. 168° C. 1H NMR (DMSO-d6): δ 1.26 (m, 1H), 1.36 (m, 4H), 1.55 (m, 1H), 1.68 (m, 2H), 1.89 (m, 2H), 3.88 (m, 1H), 5.51 (s, 2H), 7.13... The reactants are C[Mg]Br (methyl magnesium bromide), C[C@]1([C@@H](C1)[C@@H](C)C1=CC=CC=C1)C=O ((1S*,2S*)-1-Methyl-2-[(R*)-1-phenylethyl]cyclopropane carbaldehyde), S(O)(O)(=O)=O (sulfuric acid). Run at time 60 minute. Product: C[C@]1([C@@H](C1)[C@@H](C)C1=CC=CC=C1)[C@@H](C)O ((R*)-1-[(1S*,2S*)-1-Methyl-2-((R*)-1-phenylethyl)cyclopropyl]ethanol). Yield: 66.9%. As a reaction SMILES: [CH3:1][Mg]Br.[CH3:4][C@:5]1([CH:16]=[O:17])[CH2:7][C@H:6]1[C@H:8]([C:10]1[CH:15]=[CH:14][CH:13]=[CH:12][CH:11]=1)[CH3:9].S(=O)(=O)(O)O>>[CH3:4][C@:5]1([C@H:16]([OH:17])[CH3:1])[CH2:7][C@H:6]1[C@H:8]([C:10]1[CH:11]=[CH:12][CH:13]=[CH:14][CH:15]=1)[CH3:9]. Reported procedure: Under a nitrogen atmosphere, methyl magnesium bromide (0.97 mol/L, tetrahydrofuran solution, 8.5 ml, 8.25 mmol) was placed into a 100-ml flask equipped with a stirring apparatus, a dropping funnel, and a thermometer, and cooled to −10° C. (1S*,2S*)-1-Methyl-2-[(R*)-1-phenylethyl]cyclopropane carbaldehyde (1.03 g, 5.5 mmol) was placed into the dropping funnel, and added dropwise in 5 minutes with the temperature kept at −10° C. After stirring for 60 minutes, a 20% aqueous sulfuric acid solution (... The reactants are ClC1=NC=CC2=CN=CC=C12 (1-chloro-2,6-naphthyridine), N1CCOCC1 (morpholine). Product: N1(CCOCC1)C1=NC=CC2=CN=CC=C12 (1-morpholin-4-yl-[2,6]naphthyridine). RXN SMILES: Cl[C:2]1[C:11]2[C:6](=[CH:7][N:8]=[CH:9][CH:10]=2)[CH:5]=[CH:4][N:3]=1.[NH:12]1[CH2:17][CH2:16][O:15][CH2:14][CH2:13]1>>[N:12]1([C:2]2[C:11]3[C:6](=[CH:7][N:8]=[CH:9][CH:10]=3)[CH:5]=[CH:4][N:3]=2)[CH2:17][CH2:16][O:15][CH2:14][CH2:13]1. Reported procedure: To 1-chloro-2,6-naphthyridine (164.3 mg, 0.998 mmol) (prepared as described in Van den Haak et al, J. Org. Chem 1982, 47 (9), 1673–7) was added morpholine (15 mL) and the mixture was heated at reflux for 4 h. Removal of the volatile components gave 216.6 mg of 1-morpholin-4-yl-[2,6]naphthyridine as a beige solid.